Task: describe an organic reaction: reactants, conditions, products, and yield. Dataset: the Open Reaction Database (ORD), a public repository of structured organic reaction records As a reaction SMILES: Cl.[Cl:2][C:3]1[CH:8]=[CH:7][C:6]([NH:9][NH2:10])=[CH:5][CH:4]=1.ClC1C=C(N2[C:23]([C:24]3[CH:29]=[C:28]([F:30])[CH:27]=[C:26](Cl)[CH:25]=3)=[CH:22][C:21]([C:32]([O:34][CH2:35][CH3:36])=[O:33])=N2)C=CC=1F>>[Cl:2][C:3]1[CH:8]=[CH:7][C:6]([N:9]2[C:23]([C:24]3[CH:25]=[CH:26][CH:27]=[C:28]([F:30])[CH:29]=3)=[CH:22][C:21]([C:32]([O:34][CH2:35][CH3:36])=[O:33])=[N:10]2)=[CH:5][CH:4]=1 |f:0.1|. Starting materials: compound, Cl.ClC1=CC=C(C=C1)NN (4-chlorophenylhydrazine hydrochloride), ClC=1C=C(C=CC1F)N1N=C(C=C1C1=CC(=CC(=C1)F)Cl)C(=O)OCC (Ethyl 1-(3-chloro-4-fluorophenyl)-5-(3-chloro-5-fluorophenyl)-1H-pyrazole-3-carboxylate). Procedure: The preparation of the title compound takes place starting from the compound of Example 8A and 4-chlorophenylhydrazine hydrochloride in analogy to the synthesis of the compound of Example 21A. 43.4 g (87% of theory) of the title compound are obtained. Product: ClC1=CC=C(C=C1)N1N=C(C=C1C1=CC(=CC=C1)F)C(=O)OCC (Ethyl 1-(4-chlorophenyl)-5-(3-fluorophenyl)-1H-pyrazole-3-carboxylate). Starting materials: OCCSC (2-hydroxyethylmethyl sulfide), [H-].[Na+] (NaH), FC1=C(C=CC=C1)[N+](=O)[O-] (1-fluoro-2-nitrobenzene). Run in O1CCCC1 (tetrahydrofuran). Conditions: temperature 40 celsius, time 20 minute. The product is CSCCOC1=C(C=CC=C1)[N+](=O)[O-] (2-(2-methylthioethoxy)-nitrobenzene). RXN SMILES: [OH:1][CH2:2][CH2:3][S:4][CH3:5].[H-].[Na+].F[C:9]1[CH:14]=[CH:13][CH:12]=[CH:11][C:10]=1[N+:15]([O-:17])=[O:16]>O1CCCC1>[CH3:5][S:4][CH2:3][CH2:2][O:1][C:9]1[CH:14]=[CH:13][CH:12]=[CH:11][C:10]=1[N+:15]([O-:17])=[O:16] |f:1.2|. Procedure: 16.3 g of 2-hydroxyethylmethyl sulfide are added dropwise at 20°-25° C. to 8.5 g of a 55% NaH suspension in 150 ml of absolute tetrahydrofuran. The mixture is stirred for 1 hour at 20° C. and for 20 minutes at 40° C., and 25 g of 1-fluoro-2-nitrobenzene are subsequently added at 20° C. After the suspension has been stirred for 10 hours at 20° C., the tetrahydrofuran is distilled off in vacuo. Water is added to the residue, and extraction is repeatedly performed with ether. There is thus obtained... Starting materials: O1CC(COC12CCOCC2)CO (1,5,9-trioxaspiro[5.5]undec-3-ylmethanol), [H-].[Na+] (sodium hydride), ClC1=C(C(=[N+](C=C1)[O-])C)C (4-chloro-2,3-dimethylpyridine 1-oxide). Solvent: CS(=O)C (dimethylsulfoxide). Conditions: time 30 minute. The product is CC1=[N+](C=CC(=C1C)OCC1COC2(OC1)CCOCC2)[O-] (2,3-dimethyl-4-(1,5,9-trioxaspiro[5.5]undec-3-ylmethoxy)pyridine 1-oxide). Isolated yield 66.2%. As a reaction SMILES: [O:1]1[C:6]2([CH2:11][CH2:10][O:9][CH2:8][CH2:7]2)[O:5][CH2:4][CH:3]([CH2:12][OH:13])[CH2:2]1.[H-].[Na+].Cl[C:17]1[CH:22]=[CH:21][N+:20]([O-:23])=[C:19]([CH3:24])[C:18]=1[CH3:25]>CS(C)=O>[CH3:24][C:19]1[C:18]([CH3:25])=[C:17]([O:13][CH2:12][CH:3]2[CH2:4][O:5][C:6]3([CH2:7][CH2:8][O:9][CH2:10][CH2:11]3)[O:1][CH2:2]2)[CH:22]=[CH:21][N+:20]=1[O-:23] |f:1.2|. Procedure: To a dimethylsulfoxide (30 ml) solution of the 1,5,9-trioxaspiro[5.5]undec-3-ylmethanol (3.80 g, 20.2 mmol) obtained in the step (10a), sodium hydride, in oil (770 mg, 19.3 mmol as the content was regarded as 60%) was added at room temperature. The mixture was stirred at room temperature for 30 minutes in a nitrogen atmosphere. To the mixture, 4-chloro-2,3-dimethylpyridine 1-oxide (2.6 g, 16.5 mmol) was added, the mixture was stirred at 60° C. for 2.5 hours. After cooled to room temperature, the... The reactants are Bis(triphenylphosphine)palladium diacetate, FC1=CC(=CC=C1)I (1-fluoro-3-iodo-benzene), N1CCCCC1 (piperidine), CC1=C(C(=CC(=C1)C)C)C1C(C2C3C=CC(C2C1=O)O3)=O ((1RS,2SR,6RS,7SR)-4-(2,4,6-trimethylphenyl)-10-oxatricyclo[5.2.1.02,6]dec-8-en-3,5-dione), C(=O)O (Formic acid). The solvent is CN(C=O)C (N,N-dimethylformamide), ClCCl (dichloromethane), O (water). Reaction conditions: temperature 50 celsius, time 1 hour. The product is FC=1C=C(C=CC1)C1C2C3C(C(C(C3C(C1)O2)=O)C2=C(C=C(C=C2C)C)C)=O ((1RS,2SR,6RS,7SR,8RS)-8-(3-fluorophenyl)-4-(2,4,6-trimethylphenyl)-10-oxatricyclo-[5.2.1.02,6]decane-3,5-dione). Reaction SMILES: [F:1][C:2]1[CH:7]=[CH:6][CH:5]=[C:4](I)[CH:3]=1.N1CCCCC1.[CH3:15][C:16]1[CH:21]=[C:20]([CH3:22])[CH:19]=[C:18]([CH3:23])[C:17]=1[CH:24]1[C:32](=[O:33])[CH:31]2[CH:26]([CH:27]3[O:34][CH:30]2[CH:29]=[CH:28]3)[C:25]1=[O:35].C(O)=O>CN(C)C=O.ClCCl.O>[F:1][C:2]1[CH:3]=[C:4]([CH:29]2[CH2:28][CH:27]3[O:34][CH:30]2[CH:31]2[CH:26]3[C:25](=[O:35])[CH:24]([C:17]3[C:18]([CH3:23])=[CH:19][C:20]([CH3:22])=[CH:21][C:16]=3[CH3:15])[C:32]2=[O:33])[CH:5]=[CH:6][CH:7]=1. Procedure details: Bis(triphenylphosphine)palladium diacetate (20 mg, 0.024 mmol), 1-fluoro-3-iodo-benzene (104 mg, 0.47 mmol) and piperidine (0.16 ml, 1.6 mmol) are added to a solution of (1RS,2SR,6RS,7SR)-4-(2,4,6-trimethylphenyl)-10-oxatricyclo[5.2.1.02,6]dec-8-en-3,5-dione (0.20 g, 0.71 mmol) in dry N,N-dimethylformamide (2 ml). Formic acid (0.06 ml, 1.6 mmol) is added and the reaction mixture is heated at 50° C. for 2 hours. The reaction mixture is cooled to room temperature, water (1 ml) and dichloromethane ... Reactants: CN1CCC2(CC1)OC(C1=C3C(=CC=C12)OCCO3)=O (1′-methyl-(4,5-ethylenedioxy)spiro(isobenzofuran-1(3H),4′-piperidin)-3-one), ClC(=O)OC(C)Cl (1-chloroethyl chloroformate). Run in ClCCCl (1,2-dichloroethane). The product is C1OC2=C3C(OC4(CCNCC4)C3=CC=C2OC1)=O ((4,5-ethylenedioxy)spiro(isobenzofuran-1(3H),4′-piperidin)-3-one). Isolated yield 42.7%. Reaction SMILES: C[N:2]1[CH2:7][CH2:6][C:5]2([C:15]3[C:10](=[C:11]4[O:19][CH2:18][CH2:17][O:16][C:12]4=[CH:13][CH:14]=3)[C:9](=[O:20])[O:8]2)[CH2:4][CH2:3]1.ClC(OC(Cl)C)=O>ClCCCl>[CH2:18]1[CH2:17][O:16][C:12]2[C:11](=[C:10]3[C:15](=[CH:14][CH:13]=2)[C:5]2([CH2:6][CH2:7][NH:2][CH2:3][CH2:4]2)[O:8][C:9]3=[O:20])[O:19]1. Procedure details: Into a 25 ml round bottom flask fitted with a nitrogen inlet, condenser, and a magnetic stirring bar were placed 1′-methyl-(4,5-ethylenedioxy)spiro(isobenzofuran-1(3H),4′-piperidin)-3-one (501 mg, 1.82 mmol) and 5.5 ml of 1,2-dichloroethane. The mixture was cooled to 0° before 1-chloroethyl chloroformate (0.8 ml, 7.28 mmol) was added slowly via a syringe. The mixture was then heated to reflux for 72 hours. The mixture was concentrated in vacuo and the residue taken up in 5.5 ml of methanol. This...